Dataset: the Open Reaction Database (ORD), a public repository of structured organic reaction records. Task: describe an organic reaction: reactants, conditions, products, and yield Reactants: O=[N+]([O-])c1ccc(Cl)c(S(=O)(=O)O)c1, NC1CCCCC1, [Na+], [Na+], O=C([O-])[O-], O. Yields the product O=[N+]([O-])c1ccc(NC2CCCCC2)c(S(=O)(=O)O)c1. As a reaction SMILES: [Cl:1][c:2]1[c:3]([S:11](=[O:12])(=[O:13])[OH:14])[cH:4][c:5]([N+:8](=[O:9])[O-:10])[cH:6][cH:7]1.[NH2:15][CH:16]1[CH2:17][CH2:18][CH2:19][CH2:20][CH2:21]1.[Na+:22].[Na+:23].[O-:24][C:25](=[O:26])[O-:27].[OH2:28]>>[c:2]1([NH:15][CH:16]2[CH2:17][CH2:18][CH2:19][CH2:20][CH2:21]2)[c:3]([S:11](=[O:12])(=[O:13])[OH:14])[cH:4][c:5]([N+:8](=[O:9])[O-:10])[cH:6][cH:7]1. RXN SMILES: [Br:1][c:2]1[c:3]([O:17][CH2:18][c:19]2[cH:20][cH:21][cH:22][cH:23][cH:24]2)[cH:4][c:5]([C:8]([CH2:9][CH2:10][CH2:11][CH2:12][CH2:13][CH3:14])([CH3:15])[CH3:16])[cH:6][cH:7]1.[CH2:27]([CH:28]=[CH2:29])[CH:30]1[CH:31]=[CH:32][C:33](=[O:36])[CH2:34][CH2:35]1.[Cl-:37].[I-:26].[Mg:25].[NH4+:38].[O:39]1[CH2:40][CH2:41][CH2:42][CH2:43]1>>[c:2]1([CH:31]2[CH:30]([CH2:27][CH:28]=[CH2:29])[CH2:35][CH2:34][C:33](=[O:36])[CH2:32]2)[c:3]([O:17][CH2:18][c:19]2[cH:20][cH:21][cH:22][cH:23][cH:24]2)[cH:4][c:5]([C:8]([CH2:9][CH2:10][CH2:11][CH2:12][CH2:13][CH3:14])([CH3:15])[CH3:16])[cH:6][cH:7]1. Reactants: CCCCCCC(C)(C)c1ccc(Br)c(OCc2ccccc2)c1, C=CCC1C=CC(=O)CC1, [Cl-], [I-], [Mg], [NH4+], C1CCOC1. The product is C=CCC1CCC(=O)CC1c1ccc(C(C)(C)CCCCCC)cc1OCc1ccccc1. The reactants are C(C1=CC=CC=C1)OC(=O)N[C@@H]1C[C@H](C1)C1=CNC2=CC=C(C=C12)CC(=O)N (3-[trans-N-benzyloxycarbonyl-3-aminocyclobutyl]indol-5-yl acetamide), COC(C)(N(C)C)OC (N,N-dimethyl acetamide dimethyl acetal). Run at temperature 120 celsius. RXN SMILES: [CH2:1]([O:8][C:9]([NH:11][C@H:12]1[CH2:15][C@H:14]([C:16]2[C:24]3[C:19](=[CH:20][CH:21]=[C:22]([CH2:25][C:26]([NH2:28])=[O:27])[CH:23]=3)[NH:18][CH:17]=2)[CH2:13]1)=[O:10])[C:2]1[CH:7]=[CH:6][CH:5]=[CH:4][CH:3]=1.CO[C:31](OC)([N:33]([CH3:35])[CH3:34])[CH3:32]>C1(C)C=CC=CC=1>[CH3:34][N:33]([CH2:31][CH:32]=[N:28][C:26](=[O:27])[CH2:25][C:22]1[CH:23]=[C:24]2[C:19](=[CH:20][CH:21]=1)[NH:18][CH:17]=[C:16]2[C@H:14]1[CH2:13][C@H:12]([NH:11][C:9]([O:8][CH2:1][C:2]2[CH:7]=[CH:6][CH:5]=[CH:4][CH:3]=2)=[O:10])[CH2:15]1)[CH3:35]. Procedure: To a solution containing 3-[trans-N-benzyloxycarbonyl-3-aminocyclobutyl]indol-5-yl acetamide (4.68 g 13 mmol) in toluene (10 ml) was added N,N-dimethyl acetamide dimethyl acetal (40 ml). The mixture was then heated at 120° C. for 2 hours under Dean & Stark conditions. The solution becomes very dark. The solvent is evaporated under vacuum to give N-[(dimethylamino)ethanylidene]-3-[trans-3-(benzyloxycarbonylamino)cyclobutyl]-1H-indol-5-ylacetamide. Run in C1(=CC=CC=C1)C (toluene). The product is CN(C)CC=NC(CC=1C=C2C(=CNC2=CC1)[C@@H]1C[C@H](C1)NC(=O)OCC1=CC=CC=C1)=O (N-[(dimethylamino)ethanylidene]-3-[trans-3-(benzyloxycarbonylamino)cyclobutyl]-1H-indol-5-ylacetamide). Reactants: [Se](=O)=O (selenium dioxide), FC(C1=C(C=CC=C1)C1=CC=CC(=N1)C)(F)F (6-(2-trifluoromethylphenyl)-2-methylpyridine), [Se](=O)=O (selenium dioxide). Run in O1CCOCC1 (1,4-dioxane), O1CCOCC1 (dioxane). Reaction conditions: time 48 hour. Product: FC(C1=C(C=CC=C1)C1=CC=CC(=N1)C=O)(F)F (6-(2-trifluoromethylphenyl)-2-pyridinecarboxaldehyde). Reaction SMILES: [F:1][C:2]([F:17])([F:16])[C:3]1[CH:8]=[CH:7][CH:6]=[CH:5][C:4]=1[C:9]1[N:14]=[C:13]([CH3:15])[CH:12]=[CH:11][CH:10]=1.[Se](=O)=[O:19]>O1CCOCC1>[F:17][C:2]([F:1])([F:16])[C:3]1[CH:8]=[CH:7][CH:6]=[CH:5][C:4]=1[C:9]1[N:14]=[C:13]([CH:15]=[O:19])[CH:12]=[CH:11][CH:10]=1. Procedure details: 0.6 g of 6-(2-trifluoromethylphenyl)-2-methylpyridine was dissolved in 50 ml of 1,4-dioxane, 0.43 g of selenium dioxide (Aldrich, Gold Label) was added and the mixture was refluxed for 48 hours. A further 0.7 g, selenium dioxide and 50 ml dioxane were added and refluxing was continued for a further 48 hours. The solids were removed by filtration and the dioxane evaporated to afford crude 6-(2-trifluoromethylphenyl)-2-pyridinecarboxaldehyde. Conditions: temperature 0 celsius, time 20 minute. As a reaction SMILES: Cl.CN(C)CCCN=C=NCC.[C:13]([O:17][C:18]([N:20]([C@H:22]([CH2:26][C:27]1[CH:36]=[CH:35][C:34]2[C:29](=[CH:30][CH:31]=[CH:32][CH:33]=2)[CH:28]=1)[C:23]([OH:25])=O)[CH3:21])=[O:19])([CH3:16])([CH3:15])[CH3:14].ON1C2N=CC=CC=2N=N1.[CH3:47][NH:48][CH2:49][CH2:50][C:51]1[CH:60]=[CH:59][CH:58]=[CH:57][C:52]=1[O:53][CH2:54][CH2:55][OH:56].C(N(C(C)C)C(C)C)C>CN(C)C=O.ClCCl.C(OCC)(=O)C>[C:13]([O:17][C:18](=[O:19])[N:20]([C@@H:22]([C:23](=[O:25])[N:48]([CH2:49][CH2:50][C:51]1[CH:60]=[CH:59][CH:58]=[CH:57][C:52]=1[O:53][CH2:54][CH2:55][OH:56])[CH3:47])[CH2:26][C:27]1[CH:36]=[CH:35][C:34]2[C:29](=[CH:30][CH:31]=[CH:32][CH:33]=2)[CH:28]=1)[CH3:21])([CH3:16])([CH3:15])[CH3:14] |f:0.1|. Starting materials: CNCCC1=C(OCCO)C=CC=C1 (2-(2-(2-(Methylamino)ethyl)phenoxy)ethanol), C(C)N(C(C)C)C(C)C (ethyldiisopropylamine), Cl.CN(CCCN=C=NCC)C (N-(3-Dimethylaminopropyl)-N'-ethylcarbodiimide hydrochloride), C(C)(C)(C)OC(=O)N(C)[C@@H](C(=O)O)CC1=CC2=CC=CC=C2C=C1 ((2R)-2-(N-(tert-butoxycarbonyl)-N-methylamino)-3-(2-naphthyl)propionic acid), ON1N=NC2=C1N=CC=C2 (1-Hydroxy-7-azabenzotriazole). Product: C(C)(C)(C)OC(N(C)[C@H](CC1=CC2=CC=CC=C2C=C1)C(N(C)CCC1=C(C=CC=C1)OCCO)=O)=O (N-((1R)-1-(N-(2-(2-(2-hydroxyethoxy)phenyl)ethyl)-N-methylcarbamoyl)-2-(2-naphthyl)ethyl)-N-methylcarbamic acid tert-butyl ester). Solvent: ClCCl (dichloromethane), C(C)(=O)OCC (ethyl acetate), ClCCl (dichloromethane), CN(C=O)C (N,N-dimethylformamide). The yield is 69.2%. Reported procedure: At 0° C. N-(3-Dimethylaminopropyl)-N'-ethylcarbodiimide hydrochloride (558 mg, 2.91 mmol) was given to a solution of (2R)-2-(N-(tert-butoxycarbonyl)-N-methylamino)-3-(2-naphthyl)propionic acid (959 g, 2.91 mmol) and 1-Hydroxy-7-azabenzotriazole (396 mg, 2.91 mmol) in N,N-dimethylformamide (5 ml) and dichloromethane (5 ml). The solution was stirred for 20 min at 0° C. A solution of 2-(2-(2-(Methylamino)ethyl)phenoxy)ethanol (608 mg, 2.91 mmol) in dichloromethane (5 ml) and ethyldiisopropylamine (...